From a dataset of the Open Reaction Database (ORD), a public repository of structured organic reaction records. describe an organic reaction: reactants, conditions, products, and yield Product: CC(C)COc1cc(N2CCC(N3CCCCC3)CC2)ccc1N. Reaction SMILES: [CH3:1][CH:2]([CH2:3][O:4][c:5]1[cH:6][c:7]([N:14]2[CH2:15][CH2:16][CH:17]([N:20]3[CH2:21][CH2:22][CH2:23][CH2:24][CH2:25]3)[CH2:18][CH2:19]2)[cH:8][cH:9][c:10]1[N+:11]([O-:12])=[O:13])[CH3:26].[CH3:27][CH2:28][O:29][C:30]([CH3:31])=[O:32]>>[CH3:1][CH:2]([CH2:3][O:4][c:5]1[cH:6][c:7]([N:14]2[CH2:15][CH2:16][CH:17]([N:20]3[CH2:21][CH2:22][CH2:23][CH2:24][CH2:25]3)[CH2:18][CH2:19]2)[cH:8][cH:9][c:10]1[NH2:11])[CH3:26]. Starting materials: CC(C)COc1cc(N2CCC(N3CCCCC3)CC2)ccc1[N+](=O)[O-], CCOC(C)=O.